Dataset: the Open Reaction Database (ORD), a public repository of structured organic reaction records. Task: describe an organic reaction: reactants, conditions, products, and yield Reactants: N(=NC(=O)OCC)C(=O)OCC (diethyl azodicarboxylate), CN(C)C=O (DMF), NC1=NC(=C2NC=NC2=N1)Cl (2-amino-6-chloropurine), OCCOCP(OCC)(=O)OCC (diethyl 2-hydroxyethoxymethanephosphonate), C1(=CC=CC=C1)P(C1=CC=CC=C1)C1=CC=CC=C1 (triphenylphosphine), CN(C)C=O (DMF). Run at time 30 minute. Yields the product NC1=NC(=C2N=CN(C2=N1)CCOCP(=O)(OOCC)OOCC)Cl (2-Amino-6-chloro-9-(2-diethoxyphosphonomethoxyethyl)purine). Yield: 42.0%. As a reaction SMILES: [NH2:1][C:2]1[N:10]=[C:9]2[C:5]([NH:6][CH:7]=[N:8]2)=[C:4]([Cl:11])[N:3]=1.O[CH2:13][CH2:14][O:15][CH2:16][P:17]([O:22]CC)(=[O:21])[O:18]CC.C1(P([C:38]2[CH:43]=CC=CC=2)C2C=CC=CC=2)C=CC=CC=1.N(C(OCC)=O)=NC([O:48][CH2:49][CH3:50])=O.CN(C=[O:60])C>>[NH2:1][C:2]1[N:10]=[C:9]2[C:5]([N:6]=[CH:7][N:8]2[CH2:13][CH2:14][O:15][CH2:16][P:17]([O:18][O:60][CH2:43][CH3:38])([O:22][O:48][CH2:49][CH3:50])=[O:21])=[C:4]([Cl:11])[N:3]=1. Reported procedure: A mixture of 2-amino-6-chloropurine (890 mg, 4.2 mmol), diethyl 2-hydroxyethoxymethane-phosphonate 2b (710 mg, 4.2 mmol) and triphenylphosphine (1.65 g, 6.3 mmol) in anhydrous DMF (10 mL) was stirred at ambient temperature under N2 for 30 min. The reaction mixture was then cooled to -10° C. and diethyl azodicarboxylate (0.67 mL, 4.2 mmol) in DMF (2 mL) was added dropwise at such a rate that the reaction temperature was maintained at -10° C. The reaction mixture was stirred at that temperature fo... Starting materials: [OH-].[K+] (KOH), CC1=CC(OC2=C(C(=CC=C12)OCC=CC)C(C)=O)=O (4-methyl-7-methylallyloxy-8-acetylcoumarin), COC=1C=C(C=O)C=C(C1OC)OC (3,4,5-trimethoxy-benzaldehyde), C(C)O (ethanol). The solvent is O (water). Product: CC1=CC(OC2=C(C(=CC=C12)OCC(=C)C)C(C=CC1=CC(=C(C(=C1)OC)OC)OC)=O)=O (1-[4-Methyl-7-(2-methylallyloxy)coumarin-8-yl]-3-(3,4,5-trimethoxy-phenyl)-propen-1-one). RXN SMILES: [OH-].[K+].[CH3:3][C:4]1[C:13]2[C:8](=[C:9]([C:19](=[O:21])[CH3:20])[C:10]([O:14][CH2:15][CH:16]=[CH:17]C)=[CH:11][CH:12]=2)[O:7][C:6](=[O:22])[CH:5]=1.[CH3:23][O:24][C:25]1[CH:26]=[C:27]([CH:30]=[C:31]([O:35][CH3:36])[C:32]=1[O:33][CH3:34])[CH:28]=O.[CH2:37](O)C>O>[CH3:3][C:4]1[C:13]2[C:8](=[C:9]([C:19](=[O:21])[CH:20]=[CH:28][C:27]3[CH:26]=[C:25]([O:24][CH3:23])[C:32]([O:33][CH3:34])=[C:31]([O:35][CH3:36])[CH:30]=3)[C:10]([O:14][CH2:15][C:16]([CH3:17])=[CH2:37])=[CH:11][CH:12]=2)[O:7][C:6](=[O:22])[CH:5]=1 |f:0.1|. Procedure: A solution of KOH 50% (3 ml) is added to an equimolar solution of 4-methyl-7-methylallyloxy-8-acetylcoumarin (2.04 g, 0.0075 mol) and 3,4,5-trimethoxy-benzaldehyde (1.47 g, 0.0075 mol) in ethanol 95%; the addition is performed under energetic stirring at room temperature. The reaction is left under stirring for one night and then diluted with water and acidified. The precipitate is separated by filtration and dried under vacuum. The compound is crystallized by methanol to give 1.7 g of product m... Reactants: C1(CC1)COC=1C=C(C(=O)OC)C=CC1N(S(=O)(=O)C)CCO (methyl 3-(cyclopropylmethoxy)-4-(N-(2-hydroxyethyl)-methylsulfonamido)benzoate), C(Br)(Br)(Br)Br (CBr4), C1(=CC=CC=C1)P(C1=CC=CC=C1)C1=CC=CC=C1 (triphenylphosphine). The solvent is C(Cl)Cl (DCM). Reaction conditions: time 2 hour. The product is BrCCN(S(=O)(=O)C)C1=C(C=C(C(=O)OC)C=C1)OCC1CC1 (methyl 4-(N-(2-bromoethyl)methylsulfonamido)-3-(cyclopropylmethoxy)benzoate). Yield: 77.0%. As a reaction SMILES: [CH:1]1([CH2:4][O:5][C:6]2[CH:7]=[C:8]([CH:13]=[CH:14][C:15]=2[N:16]([CH2:21][CH2:22]O)[S:17]([CH3:20])(=[O:19])=[O:18])[C:9]([O:11][CH3:12])=[O:10])[CH2:3][CH2:2]1.C(Br)(Br)(Br)[Br:25].C1(P(C2C=CC=CC=2)C2C=CC=CC=2)C=CC=CC=1>C(Cl)Cl>[Br:25][CH2:22][CH2:21][N:16]([C:15]1[CH:14]=[CH:13][C:8]([C:9]([O:11][CH3:12])=[O:10])=[CH:7][C:6]=1[O:5][CH2:4][CH:1]1[CH2:3][CH2:2]1)[S:17]([CH3:20])(=[O:19])=[O:18]. Procedure details: To a solution of methyl 3-(cyclopropylmethoxy)-4-(N-(2-hydroxyethyl)-methylsulfonamido)benzoate (0.690 g, 2.009 mmol) in dry DCM (15 ml), CBr4 (0.866 g, 2.61 mmol) was added, followed by triphenylphosphine (0.685 g, 2.61 mmol), and stirring was continued for 2 hours at RT. The solvent was evaporated, and the residue was purified by flash chromatography on silica gel (eluent: EtOAc/petroleum ether 2/8) to give methyl 4-(N-(2-bromoethyl)methylsulfonamido)-3-(cyclopropylmethoxy)benzoate as a colorl... The reactants are ClC(=C)C(=C)Cl (2,3-dichlorobutadiene), C=CC(=C)Cl (chloroprene), ClC(=C)C(=C)Cl (2,3-dichlorobutadiene). Product: C=CC(=C)Cl.ClC(=C)C(=C)Cl (chloroprene 2,3-dichlorobutadiene). Reaction SMILES: [Cl:1][C:2]([C:4]([Cl:6])=[CH2:5])=[CH2:3].C=CC(Cl)=C>>[CH2:5]=[CH:4][C:2]([Cl:1])=[CH2:3].[Cl:1][C:2]([C:4]([Cl:6])=[CH2:5])=[CH2:3] |f:2.3|. Procedure: In the same manner as for the 2,3-dichlorobutadiene homopolymer latex as disclosed in Example 1 except that 400 g of chloroprene monomer and 1600 g of 2,3-dichlorobutadiene monomer were used, a latex having a solid content of 33.8 wt %, was obtained (total amount of surfactant: 1.24 wt %). Reactants: BrC=1C=C(C=NC1)[C@H]1NC(O[C@@H]1C1=C(C=CC(=C1)F)F)=O ((4R,5R)-4-(5-bromopyridin-3-yl)-5-(2,5-difluorophenyl)oxazolidin-2-one), N[C@@H]([C@](C)(O)C1=C(C=CC(=C1)F)F)C=1C=NC=C(C1)Br ((1R,2R)-1-amino-1-(5-bromopyridin-3-yl)-2-(2,5-difluorophenyl)propan-2-ol). Yields the product BrC=1C=C(C=NC1)[C@H]1NC(O[C@]1(C)C1=C(C=CC(=C1)F)F)=O ((4R,5R)-4-(5-Bromopyridin-3-yl)-5-(2,5-difluorophenyl)-5-methyloxazolidin-2-one). As a reaction SMILES: [Br:1][C:2]1[CH:3]=[C:4]([C@@H:8]2[C@@H:12]([C:13]3[CH:18]=[C:17]([F:19])[CH:16]=[CH:15][C:14]=3[F:20])[O:11][C:10](=[O:21])[NH:9]2)[CH:5]=[N:6][CH:7]=1.N[C@H:23](C1C=NC=C(Br)C=1)[C@@](C1C=C(F)C=CC=1F)(O)C>>[Br:1][C:2]1[CH:3]=[C:4]([C@@H:8]2[C@:12]([C:13]3[CH:18]=[C:17]([F:19])[CH:16]=[CH:15][C:14]=3[F:20])([CH3:23])[O:11][C:10](=[O:21])[NH:9]2)[CH:5]=[N:6][CH:7]=1. Procedure: Prepared according to the same procedure as (4R,5R)-4-(5-bromopyridin-3-yl)-5-(2,5-difluorophenyl)oxazolidin-2-one, starting with (1R,2R)-1-amino-1-(5-bromopyridin-3-yl)-2-(2,5-difluorophenyl)propan-2-ol. 1H NMR (500 MHz, DMSO-d6) δ 8.77 (d, J=2.4 Hz, 1H), 8.51 (d, J=1.5 Hz, 1H), 7.95 (t, J=2.0 Hz, 1H), 7.46 (ddd, J=10.9, 9.1, 4.4 Hz, 1H), 7.40-7.33 (m, 1H), 7.25 (ddd, J=9.3, 6.1, 3.2 Hz, 1H), 5.15 (d, J=1.5 Hz, 1H), 1.85 (s, 1H) 1.25 (s, 3H), Mass spec.: 371.1 (MH)+. The reactants are C1CCOC1, CC#N, O=C1Nc2cc(F)c(CO)cc2C1=Cc1cc(CN2CCOCC2)c[nH]1, CC(C)(C)OC(=O)N=NC(=O)OC(C)(C)C, CC(C)(C)OC(=O)N=NC(=O)[O-], O=C1CSC(=O)N1, c1ccc(P(c2ccccc2)c2ccccc2)cc1. Product: O=C1Nc2cc(F)c(CN3C(=O)CSC3=O)cc2C1=Cc1cc(CN2CCOCC2)c[nH]1. As a reaction SMILES: [CH2:81]1[O:82][CH2:83][CH2:84][CH2:85]1.[CH3:86][C:87]#[N:88].[F:43][c:44]1[c:45]([CH2:67][OH:68])[cH:46][c:47]2[c:51]([cH:52]1)[NH:50][C:49](=[O:53])[C:48]2=[CH:54][c:55]1[nH:56][cH:57][c:58]([CH2:60][N:61]2[CH2:62][CH2:63][O:64][CH2:65][CH2:66]2)[cH:59]1.[N:27]([C:28]([O:29][C:30]([CH3:31])([CH3:32])[CH3:33])=[O:34])=[N:35][C:36]([O:37][C:38]([CH3:39])([CH3:40])[CH3:41])=[O:42].[N:69]([C:70]([O:71][C:72]([CH3:73])([CH3:74])[CH3:75])=[O:76])=[N:77][C:78]([O-:79])=[O:80].[S:1]1[C:2](=[O:7])[NH:3][C:4](=[O:6])[CH2:5]1.[c:8]1([P:9]([c:10]2[cH:11][cH:12][cH:13][cH:14][cH:15]2)[c:16]2[cH:17][cH:18][cH:19][cH:20][cH:21]2)[cH:22][cH:23][cH:24][cH:25][cH:26]1>>[S:1]1[C:2](=[O:7])[N:3]([CH2:67][c:45]2[c:44]([F:43])[cH:52][c:51]3[c:47]([cH:46]2)[C:48](=[CH:54][c:55]2[nH:56][cH:57][c:58]([CH2:60][N:61]4[CH2:62][CH2:63][O:64][CH2:65][CH2:66]4)[cH:59]2)[C:49](=[O:53])[NH:50]3)[C:4](=[O:6])[CH2:5]1. The reactants are CC(C)(C)OC(=O)N1C2CCC1CN(C(=O)C(F)(F)F)C2, ClCCl, O=C(O)C(F)(F)F. Reaction SMILES: [C:1]([O:2][C:3](=[O:4])[N:8]1[CH:9]2[CH2:10][N:11]([C:16]([C:17]([F:18])([F:19])[F:20])=[O:21])[CH2:12][CH:13]1[CH2:14][CH2:15]2)([CH3:5])([CH3:6])[CH3:7].[Cl:29][CH2:30][Cl:31].[F:22][C:23]([C:24](=[O:25])[OH:26])([F:27])[F:28]>>[F:22][C:23]([C:24](=[O:25])[OH:26])([F:27])[F:28].[NH:8]1[CH:9]2[CH2:10][N:11]([C:16]([C:17]([F:18])([F:19])[F:20])=[O:21])[CH2:12][CH:13]1[CH2:14][CH2:15]2. The product is O=C(O)C(F)(F)F, O=C(N1CC2CCC(C1)N2)C(F)(F)F.